Dataset: the Open Reaction Database (ORD), a public repository of structured organic reaction records. Task: describe an organic reaction: reactants, conditions, products, and yield The reactants are C(C1=CC=CC=C1)NC=1C=C(C=CC1Cl)CC(C(=O)OC(C)(C)C)C1CCC1 ((+/−)-tert-butyl 3-[3-(benzylamino)-4-chlorophenyl]-2-cyclobutylpropanoate). Reagents/catalysts: [Pd] (palladium on carbon), [Pd] (palladium on carbon). Solvent: C(C)(=O)OCC (ethyl acetate). Run at time 4 hour. Yields the product NC=1C=C(C=CC1Cl)CC(C(=O)OC(C)(C)C)C1CCC1 ((+/−)-tert-butyl 3-(3-amino-4-chlorophenyl)-2-cyclobutylpropanoate). Isolated yield 78.1%. As a reaction SMILES: C([NH:8][C:9]1[CH:10]=[C:11]([CH2:16][CH:17]([CH:25]2[CH2:28][CH2:27][CH2:26]2)[C:18]([O:20][C:21]([CH3:24])([CH3:23])[CH3:22])=[O:19])[CH:12]=[CH:13][C:14]=1[Cl:15])C1C=CC=CC=1>C(OCC)(=O)C.[Pd]>[NH2:8][C:9]1[CH:10]=[C:11]([CH2:16][CH:17]([CH:25]2[CH2:26][CH2:27][CH2:28]2)[C:18]([O:20][C:21]([CH3:24])([CH3:23])[CH3:22])=[O:19])[CH:12]=[CH:13][C:14]=1[Cl:15]. Reported procedure: 1.85 g (4.63 mmol) of (+/−)-tert-butyl 3-[3-(benzylamino)-4-chlorophenyl]-2-cyclobutylpropanoate were dissolved in 10 ml of ethyl acetate and deoxygenated with argon, and 98 mg (0.093 mmol) of palladium on carbon (10%) were added. The reaction mixture was stirred at RT under an atmosphere of hydrogen at atmospheric pressure for 4 h and then allowed to stand over the weekend. The mixture was filtered through celite, the residue was washed with ethyl acetate, the filtrate was concentrated under re... The reactants are C(C)OC(C1=CN=C(C(=C1)N)N)=O (5,6-diamino-nicotinic acid ethyl ester), C1(CCCCC1)=O (cyclohexanone). Run at temperature 100 celsius, time 1.5 hour. The product is NC=1C=2N(C=C(C1)C(=O)OCC)C(=C(N2)C)C (Ethyl 8-amino-2,3-dimethylimidazo[1, 2-a]pyridine-6-carboxylate). As a reaction SMILES: [CH2:1]([O:3][C:4](=[O:13])[C:5]1[CH:10]=[C:9]([NH2:11])[C:8]([NH2:12])=[N:7][CH:6]=1)[CH3:2].[C:14]1(=O)[CH2:19]CC[CH2:16][CH2:15]1>>[NH2:11][C:9]1[C:8]2[N:7]([C:14]([CH3:19])=[C:15]([CH3:16])[N:12]=2)[CH:6]=[C:5]([C:4]([O:3][CH2:1][CH3:2])=[O:13])[CH:10]=1. Reported procedure: To a suspension of 5,6-diamino-nicotinic acid ethyl ester (1 eq., 5.0 g) in cyclohexanone (50 ml) bromobutanone (1.4 equiv., 5.95 g) was added over 15 min. The dark brown mixture was heated to 100° C. (inner temperature) and stirred 1.5 h at this temperature. The mixture was cooled to room temperature and the light brown solid was filtered off and was washed with TBME (20 ml). Drying under reduced pressure at 45° C. Yield: 5.06 g (65%). Product: Clc1ccccc1-c1ccc2c(-c3ccnc(NC4CC4)n3)cnn2n1. As a reaction SMILES: [Cl:28][c:29]1[c:30]([B:35]([OH:36])[OH:37])[cH:31][cH:32][cH:33][cH:34]1.[F:1][C:2]([F:3])([F:4])[S:5]([O:6][c:7]1[cH:8][cH:9][c:10]2[n:11]([n:12]1)[n:13][cH:14][c:15]2-[c:16]1[n:17][c:18]([NH:22][CH:23]2[CH2:24][CH2:25]2)[n:19][cH:20][cH:21]1)(=[O:26])=[O:27].[O:39]=[CH:40][N:41]([CH3:42])[CH3:43].[OH2:38].[Pd:44]([Cl:45])[Cl:46].[c:47]1([P:48]([c:49]2[cH:50][cH:51][cH:52][cH:53][cH:54]2)[c:55]2[cH:56][cH:57][cH:58][cH:59][cH:60]2)[cH:61][cH:62][cH:63][cH:64][cH:65]1.[c:66]1([P:67]([c:68]2[cH:69][cH:70][cH:71][cH:72][cH:73]2)[c:74]2[cH:75][cH:76][cH:77][cH:78][cH:79]2)[cH:80][cH:81][cH:82][cH:83][cH:84]1>>[c:7]1(-[c:30]2[c:29]([Cl:28])[cH:34][cH:33][cH:32][cH:31]2)[cH:8][cH:9][c:10]2[n:11]([n:12]1)[n:13][cH:14][c:15]2-[c:16]1[n:17][c:18]([NH:22][CH:23]2[CH2:24][CH2:25]2)[n:19][cH:20][cH:21]1. Reactants: OB(O)c1ccccc1Cl, O=S(=O)(Oc1ccc2c(-c3ccnc(NC4CC4)n3)cnn2n1)C(F)(F)F, CN(C)C=O, O, Cl[Pd]Cl, c1ccc(P(c2ccccc2)c2ccccc2)cc1, c1ccc(P(c2ccccc2)c2ccccc2)cc1. The reactants are O=C([O-])O, CCOC(=O)C1(c2ccc(-c3ccc(-c4onc(C)c4Nc4cccc(Br)n4)cc3)cc2)CC1, CCOC(C)=O, [Na+], O, Cc1ccccc1B(O)O. Product: CCOC(=O)C1(c2ccc(-c3ccc(-c4onc(C)c4Nc4cccc(-c5ccccc5C)n4)cc3)cc2)CC1. RXN SMILES: [C:45](=[O:46])([OH:47])[O-:48].[CH2:1]([CH3:2])[O:3][C:4](=[O:5])[C:6]1([c:9]2[cH:10][cH:11][c:12](-[c:15]3[cH:16][cH:17][c:18](-[c:21]4[c:22]([NH:27][c:28]5[n:29][c:30]([Br:34])[cH:31][cH:32][cH:33]5)[c:23]([CH3:26])[n:24][o:25]4)[cH:19][cH:20]3)[cH:13][cH:14]2)[CH2:7][CH2:8]1.[CH3:51][CH2:52][O:53][C:54]([CH3:55])=[O:56].[Na+:49].[OH2:50].[c:35]1([CH3:44])[c:36]([B:41]([OH:42])[OH:43])[cH:37][cH:38][cH:39][cH:40]1>>[CH2:1]([CH3:2])[O:3][C:4](=[O:5])[C:6]1([c:9]2[cH:10][cH:11][c:12](-[c:15]3[cH:16][cH:17][c:18](-[c:21]4[c:22]([NH:27][c:28]5[n:29][c:30](-[c:36]6[c:35]([CH3:44])[cH:40][cH:39][cH:38][cH:37]6)[cH:31][cH:32][cH:33]5)[c:23]([CH3:26])[n:24][o:25]4)[cH:19][cH:20]3)[cH:13][cH:14]2)[CH2:7][CH2:8]1. Isolated yield 86.8%. Reported procedure: A solution of 0.010 gm (0.044 mMol) 5-amino-3-(1-methylpiperidin-4-yl)pyrrolo[3,2-b]pyridine in 1.0 mL pyridine was heated to 50° C. To this solution were then added 0.0064 mL (0.048 mMol) cyclohexanecarbonyl chloride and the reaction mixture stirred for 1 hour. The reaction mixture is concentrated under reduced pressure and a solution of the residue in methanol passed over a VARIAN BOND ELUT SCX™ (Varian, Harbor City, Calif., U.S.A.) ion exchange column which had been preactivated with 10% acet... Conditions: time 1 hour. Reaction SMILES: [NH2:1][C:2]1[N:7]=[C:6]2[C:8]([CH:11]3[CH2:16][CH2:15][N:14]([CH3:17])[CH2:13][CH2:12]3)=[CH:9][NH:10][C:5]2=[CH:4][CH:3]=1.[CH:18]1([C:24](Cl)=[O:25])[CH2:23][CH2:22][CH2:21][CH2:20][CH2:19]1>N1C=CC=CC=1>[CH:18]1([C:24]([NH:1][C:2]2[N:7]=[C:6]3[C:8]([CH:11]4[CH2:16][CH2:15][N:14]([CH3:17])[CH2:13][CH2:12]4)=[CH:9][NH:10][C:5]3=[CH:4][CH:3]=2)=[O:25])[CH2:23][CH2:22][CH2:21][CH2:20][CH2:19]1. The product is C1(CCCCC1)C(=O)NC1=CC=C2C(=N1)C(=CN2)C2CCN(CC2)C (5-(N-[cyclohexanecarbonyl]amino)-3-(1-methylpiperidin-4-yl)pyrrolo[3,2-b]pyridine). The reactants are NC1=CC=C2C(=N1)C(=CN2)C2CCN(CC2)C (5-amino-3-(1-methylpiperidin-4-yl)pyrrolo[3,2-b]pyridine), C1(CCCCC1)C(=O)Cl (cyclohexanecarbonyl chloride). Run in N1=CC=CC=C1 (pyridine). Reactants: S(=O)(=O)([O-])[O-].[Na+].[Na+] (sodium sulfate), FC1=CC=C(C=C1)C1=NC(=NC(=C1C(=O)OCC)C)C (ethyl 4-(4-fluorophenyl)-2,6-dimethyl-5-pyrimidinecarboxylate), solution, [H-].C(C(C)C)[Al+]CC(C)C (diisobutylaluminum hydride). Run in ClCCl (dichloromethane), ClCCl (dichloromethane). Run at temperature -78 celsius. Yields the product FC1=CC=C(C=C1)C1=NC(=NC(=C1CO)C)C (4-(4-fluorophenyl)-2,6-dimethyl-5-pyrimidinemethanol). Isolated yield 79.3%. Reaction SMILES: [F:1][C:2]1[CH:7]=[CH:6][C:5]([C:8]2[C:13]([C:14](OCC)=[O:15])=[C:12]([CH3:19])[N:11]=[C:10]([CH3:20])[N:9]=2)=[CH:4][CH:3]=1.[H-].C([Al+]CC(C)C)C(C)C.S([O-])([O-])(=O)=O.[Na+].[Na+]>ClCCl>[F:1][C:2]1[CH:3]=[CH:4][C:5]([C:8]2[C:13]([CH2:14][OH:15])=[C:12]([CH3:19])[N:11]=[C:10]([CH3:20])[N:9]=2)=[CH:6][CH:7]=1 |f:1.2,3.4.5|. Reported procedure: To a solution of 46.5 g (0.169 mol) of ethyl 4-(4-fluorophenyl)-2,6-dimethyl-5-pyrimidinecarboxylate in 500 mL of dichloromethane at -78° C. under nitrogen was added 340 mL of a 1M solution of diisobutylaluminum hydride (0.339 mol) in dichloromethane. Theresulting mixture was stirred at -78° C. for one-half hour and then the reaction was quenched by the addition of a saturated aqueous solution of sodium sulfate (48.15 g, 0.34 mol). The cooling bath was removed and the mixture was vigorously stir... Reactants: C1CCOC1, CCOC(=O)Cc1cccc(Cl)n1, Cl, O. Yields the product OCCc1cccc(Cl)n1. As a reaction SMILES: [CH2:16]1[O:17][CH2:18][CH2:19][CH2:20]1.[Cl:1][c:2]1[cH:3][cH:4][cH:5][c:6]([CH2:8][C:9](=[O:10])[O:11][CH2:12][CH3:13])[n:7]1.[ClH:15].[OH2:14]>>[Cl:1][c:2]1[cH:3][cH:4][cH:5][c:6]([CH2:8][CH2:9][OH:10])[n:7]1. Starting materials: COC(=O)c1ccc(CCCNCCCc2cccc(Cl)c2)s1, C(=NC1CCCCC1)=NC1CCCCC1, ClCCl, O=C(O)c1cccnc1. Yields the product COC(=O)c1ccc(CCCN(CCCc2cccc(Cl)c2)C(=O)c2cccnc2)s1. As a reaction SMILES: [CH3:1][O:2][C:3](=[O:4])[c:5]1[s:6][c:7]([CH2:10][CH2:11][CH2:12][NH:13][CH2:14][CH2:15][CH2:16][c:17]2[cH:18][c:19]([Cl:23])[cH:20][cH:21][cH:22]2)[cH:8][cH:9]1.[CH:24]1([N:25]=[C:26]=[N:27][CH:28]2[CH2:29][CH2:30][CH2:31][CH2:32][CH2:33]2)[CH2:34][CH2:35][CH2:36][CH2:37][CH2:38]1.[Cl:48][CH2:49][Cl:50].[OH:39][C:40](=[O:41])[c:42]1[cH:43][cH:44][cH:45][n:46][cH:47]1>>[CH3:1][O:2][C:3](=[O:4])[c:5]1[s:6][c:7]([CH2:10][CH2:11][CH2:12][N:13]([CH2:14][CH2:15][CH2:16][c:17]2[cH:18][c:19]([Cl:23])[cH:20][cH:21][cH:22]2)[C:40](=[O:39])[c:42]2[cH:43][cH:44][cH:45][n:46][cH:47]2)[cH:8][cH:9]1.